Dataset: the Open Reaction Database (ORD), a public repository of structured organic reaction records. Task: describe an organic reaction: reactants, conditions, products, and yield Reactants: NC=1C=C(OCC#N)C=CC1 ((3-aminophenoxy)acetonitrile), N1=CC=CC=C1 (pyridine), CS(=O)(=O)Cl (methanesulfonyl chloride), resultant mixture. Solvent: C1(=CC=CC=C1)C (toluene). Conditions: temperature 5 celsius, time 2 hour. Product: C(#N)COC=1C=C(C=CC1)NS(=O)(=O)C (N-(3-cyanomethoxyphenyl)methanesulfonamide). Yield: 65.1%. RXN SMILES: [NH2:1][C:2]1[CH:3]=[C:4]([CH:9]=[CH:10][CH:11]=1)[O:5][CH2:6][C:7]#[N:8].N1C=CC=CC=1.[CH3:18][S:19](Cl)(=[O:21])=[O:20]>C1(C)C=CC=CC=1>[C:7]([CH2:6][O:5][C:4]1[CH:3]=[C:2]([NH:1][S:19]([CH3:18])(=[O:21])=[O:20])[CH:11]=[CH:10][CH:9]=1)#[N:8]. Procedure details: To a solution of crude (3-aminophenoxy)acetonitrile (ca 12.1 g) in toluene (50 mL) was added pyridine (6.6 mL) and methanesulfonyl chloride (6.3 mL) at 5° C. and the resultant mixture was warmed to ambient temperature. After 2 h, the crude product mixture was partitioned between 1N hydrochloric acid (100 mL) and ethyl acetate (100 mL). The phases were separated and the aqueous phase extracted with ethyl acetate (50 mL). The combined organic solution was washed with water, then concentrated with ...